Dataset: the Open Reaction Database (ORD), a public repository of structured organic reaction records. Task: describe an organic reaction: reactants, conditions, products, and yield Starting materials: COc1ccc(Cn2cc(-c3nc(Br)sc3C#N)cn2)cc1, C1COCCO1, Oc1ccccn1. Yields the product COc1ccc(Cn2cc(-c3nc(Oc4ccccn4)sc3C#N)cn2)cc1. As a reaction SMILES: [Br:8][c:9]1[s:10][c:11]([C:28]#[N:29])[c:12](-[c:14]2[cH:15][n:16][n:17]([CH2:19][c:20]3[cH:21][cH:22][c:23]([O:26][CH3:27])[cH:24][cH:25]3)[cH:18]2)[n:13]1.[O:30]1[CH2:31][CH2:32][O:33][CH2:34][CH2:35]1.[OH:1][c:2]1[cH:3][cH:4][cH:5][cH:6][n:7]1>>[O:1]([c:2]1[cH:3][cH:4][cH:5][cH:6][n:7]1)[c:9]1[s:10][c:11]([C:28]#[N:29])[c:12](-[c:14]2[cH:15][n:16][n:17]([CH2:19][c:20]3[cH:21][cH:22][c:23]([O:26][CH3:27])[cH:24][cH:25]3)[cH:18]2)[n:13]1. The reactants are O=C([O-])[O-], CC(C)(C)CNc1nc(C#N)nc2ccc(O)cc12, ClCc1ccccn1, Cl, [Cs+], [Cs+], CN(C)C=O, O. Product: CC(C)(C)CNc1nc(C#N)nc2ccc(OCc3ccccn3)cc12. Reaction SMILES: [C:29](=[O:30])([O-:31])[O-:32].[CH3:1][C:2]([CH2:3][NH:4][c:5]1[n:6][c:7]([C:16]#[N:17])[n:8][c:9]2[cH:10][cH:11][c:12]([OH:15])[cH:13][c:14]12)([CH3:18])[CH3:19].[Cl:21][CH2:22][c:23]1[n:24][cH:25][cH:26][cH:27][cH:28]1.[ClH:20].[Cs+:33].[Cs+:34].[O:36]=[CH:37][N:38]([CH3:39])[CH3:40].[OH2:35]>>[CH3:1][C:2]([CH2:3][NH:4][c:5]1[n:6][c:7]([C:16]#[N:17])[n:8][c:9]2[cH:10][cH:11][c:12]([O:15][CH2:22][c:23]3[n:24][cH:25][cH:26][cH:27][cH:28]3)[cH:13][c:14]12)([CH3:18])[CH3:19].